Dataset: the Open Reaction Database (ORD), a public repository of structured organic reaction records. Task: describe an organic reaction: reactants, conditions, products, and yield Reactants: C(C1=CC=CC=C1)N1C(=NC(=C1)C(F)(F)F)C1=CC=C(C=C1)C1=CC=C(C=C1)OCC(C(=O)O)(C)C (3-({4′-[1-benzyl-4-(trifluoromethyl)-1H-imidazol-2-yl]biphenyl-4-yl}oxy)-2,2-dimethylpropanoic acid), O1CCCC1 (tetrahydrofuran). Reagents/catalysts: [OH-].[Pd+2].[OH-].[C] (palladium hydroxide carbon). Solvent: C(Cl)(Cl)Cl (chloroform). Reaction conditions: temperature 60 celsius, time 6 hour. Product: FC(C1=CN=C(N1)C1=CC=C(C=C1)C1=CC=C(C=C1)OCC(C(=O)O)(C)C)(F)F (3-({4′-[5-(trifluoromethyl)-1H-imidazol-2-yl]biphenyl-4-yl}oxy)-2,2-dimethylpropanoic acid). The yield is 93.6%. RXN SMILES: C([N:8]1[CH:12]=[C:11]([C:13]([F:16])([F:15])[F:14])[N:10]=[C:9]1[C:17]1[CH:22]=[CH:21][C:20]([C:23]2[CH:28]=[CH:27][C:26]([O:29][CH2:30][C:31]([CH3:36])([CH3:35])[C:32]([OH:34])=[O:33])=[CH:25][CH:24]=2)=[CH:19][CH:18]=1)C1C=CC=CC=1.O1CCCC1>C(Cl)(Cl)Cl.[OH-].[Pd+2].[OH-].[C]>[F:16][C:13]([F:14])([F:15])[C:11]1[NH:10][C:9]([C:17]2[CH:22]=[CH:21][C:20]([C:23]3[CH:28]=[CH:27][C:26]([O:29][CH2:30][C:31]([CH3:35])([CH3:36])[C:32]([OH:34])=[O:33])=[CH:25][CH:24]=3)=[CH:19][CH:18]=2)=[N:8][CH:12]=1 |f:3.4.5.6|. Procedure details: The mixture of 3-({4′-[1-benzyl-4-(trifluoromethyl)-1H-imidazol-2-yl]biphenyl-4-yl}oxy)-2,2-dimethylpropanoic acid (830 mg), 20% palladium hydroxide-carbon (850 mg) and tetrahydrofuran (20 mL) was stirred at 60° C. under hydrogen atmosphere for 6 hours. Nitrogen gas was passed through the reaction mixture, and the mixture was diluted with chloroform. The mixture was filtered by using a membrane filter, and the filtrate was washed with tetrahydrofuran, methanol and chloroform. The filtrates were ... Starting materials: C([O-])(O)=O.[Na+] (sodium bicarbonate), ClC=1C(=[N+](C=C(C1[N+](=O)[O-])C)[O-])C (3-chloro-2,5-dimethyl-4-nitropyridine 1-oxide), P(=O)(Cl)(Cl)Cl (phosphorus oxychloride), ice water, [OH-].[Na+] (sodium hydroxide). The solvent is ClCCl (dichloromethane). The product is ClC=1C(=[N+](C=C(C1Cl)C)[O-])C (3,4-Dichloro-2,5-dimethylpyridine 1-oxide). Reaction SMILES: [Cl:1][C:2]1[C:3]([CH3:13])=[N+:4]([O-:12])[CH:5]=[C:6]([CH3:11])[C:7]=1[N+]([O-])=O.P(Cl)(Cl)([Cl:16])=O.[OH-].[Na+].C(=O)(O)[O-].[Na+]>ClCCl>[Cl:1][C:2]1[C:3]([CH3:13])=[N+:4]([O-:12])[CH:5]=[C:6]([CH3:11])[C:7]=1[Cl:16] |f:2.3,4.5|. Procedure: The above 3-chloro-2,5-dimethyl-4-nitropyridine 1-oxide (405 mg) was dissolved in dichloromethane (5 mL), and phosphorus oxychloride (915 μL) was added with stirring under ice-cooling. After stirring at room temperature overnight, the reaction solution was introduced into ice water and neutralized with 5 N sodium hydroxide and a saturated sodium bicarbonate solution with stirring under ice-cooling. The mixture was extracted with chloroform, and the organic layer was dried over anhydrous magnesiu... Reaction SMILES: [CH2:1]([O:3][C:4](=[O:19])[C:5](=[O:18])[CH2:6][C:7](=[O:17])/[CH:8]=[CH:9]/[C:10]1[CH:15]=[CH:14][C:13]([Cl:16])=[CH:12][CH:11]=1)C.OS(O)(=O)=O>CO>[CH3:1][O:3][C:4](=[O:19])[C:5](=[O:18])[CH2:6][C:7](=[O:17])/[CH:8]=[CH:9]/[C:10]1[CH:11]=[CH:12][C:13]([Cl:16])=[CH:14][CH:15]=1. Procedure details: A solution of (E)-6-(4-chlorophenyl)-2,4-dioxo-hex-5-enoic acid ethyl ester (4; 33.39 g, 0.12 mol) and conc H2SO4 (0.5 mL) was stirred at reflux for 6 h in methyl alcohol (MeOH, 400 mL). Upon cooling and solvent concentration, (E)-6-(4-chlorophenyl)-2,4-dioxo-hex-5-enoic acid methyl ester (6; 22.7 g, 71%) was collected as yellow crystals: mp 135-136° C.; 1H NMR (400 MHz, CDCl3) δ 14.74 (s, 1H), 7.67 (d, J=15.9 Hz, 1H), 7.49 (d, J=8.5 Hz, 2H), 7.38 (d, J=8.5 Hz, 2H), 6.61 (d, J=15.9 Hz, 1H), 6.53... Solvent: CO (methyl alcohol). Yields the product COC(C(CC(\C=C\C1=CC=C(C=C1)Cl)=O)=O)=O ((E)-6-(4-chlorophenyl)-2,4-dioxo-hex-5-enoic acid methyl ester). The reactants are C(C)OC(C(CC(\C=C\C1=CC=C(C=C1)Cl)=O)=O)=O ((E)-6-(4-Chlorophenyl)-2,4-dioxo-hex-5-enoic acid ethyl ester), OS(=O)(=O)O (H2SO4).